Dataset: the Open Reaction Database (ORD), a public repository of structured organic reaction records. Task: describe an organic reaction: reactants, conditions, products, and yield Reactants: C(C)OC(=O)C1=NN(C(=C1C)C1=CC=C(C=C1)Cl)C1=C(C=CC=C1)Cl (1-(2-Chloro-phenyl)-5-(4-chloro-phenyl)-4-methyl-1H-pyrazole-3-carboxylic acid ethyl ester), [ 1.1 ], C(C)OC(=O)C1(CCNCC1)C1=CC=CC=C1 (4-phenyl-piperidine-4-carboxylic acid ethyl ester), ClC1=CC=C(C=C1)C1=C(C(=NN1C1=C(C=CC=C1)Cl)C(=O)N1CCN(CC1)C1=CC=CC=C1)CC#N ([5-(4-Chloro-phenyl)-1-(2-chloro-phenyl)-3-(4-phenyl-piperazine-1-carbonyl)-1H-pyrazol-4-yl]-acetonitrile). Yields the product C(C)OC(=O)C1(CCN(CC1)C(=O)C1=NN(C(=C1C)C1=CC=C(C=C1)Cl)C1=C(C=CC=C1)Cl)C1=CC=CC=C1 (1-[1-(2-chloro-phenyl)-5-(4-chloro-phenyl)-4-methyl-1H-pyrazole-3-carbonyl]-4-phenyl-piperidine-4-carboxylic acid ethyl ester). RXN SMILES: C(O[C:4]([C:6]1[C:10]([CH3:11])=[C:9]([C:12]2[CH:17]=[CH:16][C:15]([Cl:18])=[CH:14][CH:13]=2)[N:8]([C:19]2[CH:24]=[CH:23][CH:22]=[CH:21][C:20]=2[Cl:25])[N:7]=1)=[O:5])C.[CH2:26]([O:28][C:29]([C:31]1([C:37]2[CH:42]=[CH:41][CH:40]=[CH:39][CH:38]=2)[CH2:36][CH2:35][NH:34][CH2:33][CH2:32]1)=[O:30])[CH3:27].ClC1C=CC(C2N(C3C=CC=CC=3Cl)N=C(C(N3CCN(C4C=CC=CC=4)CC3)=O)C=2CC#N)=CC=1>>[CH2:26]([O:28][C:29]([C:31]1([C:37]2[CH:38]=[CH:39][CH:40]=[CH:41][CH:42]=2)[CH2:32][CH2:33][N:34]([C:4]([C:6]2[C:10]([CH3:11])=[C:9]([C:12]3[CH:17]=[CH:16][C:15]([Cl:18])=[CH:14][CH:13]=3)[N:8]([C:19]3[CH:24]=[CH:23][CH:22]=[CH:21][C:20]=3[Cl:25])[N:7]=2)=[O:5])[CH2:35][CH2:36]1)=[O:30])[CH3:27]. Procedure details: The ester compound [A1] was hydrolysed according to the procedure for the last step in the synthesis of [1.1]. The resulting acid was coupled with 4-phenyl-piperidine-4-carboxylic acid ethyl ester according to the procedure for the synthesis of [C1] to give 1-[1-(2-chloro-phenyl)-5-(4-chloro-phenyl)-4-methyl-1H-pyrazole-3-carbonyl]-4-phenyl-piperidine-4-carboxylic acid ethyl ester. Reactants: CCCCCCCCCCCCCCCC(O)=S, ClC(Cl)Cl, NCC(O)CO. The product is CCCCCCCCCCCCCCCC(=S)NCC(O)CO. Reaction SMILES: [CH2:1]([CH2:2][CH2:3][CH2:4][CH2:5][CH2:6][CH2:7][CH2:8][CH2:9][CH2:10][CH2:11][CH2:12][CH2:13][CH3:14])[CH2:15][C:16](=[S:17])[OH:18].[CH:25]([Cl:26])([Cl:27])[Cl:28].[NH2:19][CH2:20][CH:21]([CH2:22][OH:23])[OH:24]>>[CH2:1]([CH2:2][CH2:3][CH2:4][CH2:5][CH2:6][CH2:7][CH2:8][CH2:9][CH2:10][CH2:11][CH2:12][CH2:13][CH3:14])[CH2:15][C:16](=[S:17])[NH:19][CH2:20][CH:21]([CH2:22][OH:23])[OH:24]. The reactants are CCC(C)(C)c1ccc(CC(C)C=O)cc1, C1CCNCC1, Cc1ccccc1, O=CO, Cl. Yields the product CCC(C)(C)c1ccc(CC(C)CN2CCCCC2)cc1. RXN SMILES: [C:1]([CH3:2])([CH3:3])([CH2:4][CH3:5])[c:6]1[cH:7][cH:8][c:9]([CH2:12][CH:13]([CH:14]=[O:15])[CH3:16])[cH:10][cH:11]1.[CH2:17]1[CH2:18][CH2:19][NH:20][CH2:21][CH2:22]1.[CH3:23][c:24]1[cH:25][cH:26][cH:27][cH:28][cH:29]1.[CH:31]([OH:32])=[O:33].[ClH:30]>>[C:1]([CH3:2])([CH3:3])([CH2:4][CH3:5])[c:6]1[cH:7][cH:8][c:9]([CH2:12][CH:13]([CH2:14][N:20]2[CH2:19][CH2:18][CH2:17][CH2:22][CH2:21]2)[CH3:16])[cH:10][cH:11]1. Starting materials: CC=1C(=NC=C(C1)C1=CC(=CC=C1)C(F)(F)F)C(=O)O (3-methyl-5-(3-trifluoromethyl-phenyl)-pyridine-2-carboxylic acid), CC=1C(=NC=C(C1)C1=CC(=CC=C1)C(F)(F)F)C(=O)O (3-methyl-5-(3-trifluoromethyl-phenyl)-pyridine-2-carboxylic acid), CC=1C(=NC=C(C1)C1=CC(=CC=C1)C(F)(F)F)C(=O)O (3-methyl-5-(3-trifluoromethyl-phenyl)-pyridine-2-carboxylic acid), N1CCC(CC1)N1[C@@H](CCC1)COC(C1=CC=CC=C1)=O (benzoic acid (S)-1-piperidin-4-yl-pyrrolidin-2-ylmethyl ester), N1CCC(CC1)N1[C@@H](CCC1)COC(C1=CC=CC=C1)=O (benzoic acid (S)-1-piperidin-4-yl-pyrrolidin-2-ylmethyl ester). The product is CC=1C(=NC=C(C1)C1=CC(=CC=C1)C(F)(F)F)C(=O)N1CCC(CC1)N1[C@@H](CCC1)COC(C1=CC=CC=C1)=O (benzoic acid (S)-1-{1-[3-methyl-5-(3-trifluoromethyl-phenyl)-pyridine-2-carbonyl]-piperidin-4-yl}-pyrrolidin-2-ylmethyl ester). RXN SMILES: [CH3:1][C:2]1[C:3]([C:18]([OH:20])=O)=[N:4][CH:5]=[C:6]([C:8]2[CH:13]=[CH:12][CH:11]=[C:10]([C:14]([F:17])([F:16])[F:15])[CH:9]=2)[CH:7]=1.[NH:21]1[CH2:26][CH2:25][CH:24]([N:27]2[CH2:31][CH2:30][CH2:29][C@H:28]2[CH2:32][O:33][C:34](=[O:41])[C:35]2[CH:40]=[CH:39][CH:38]=[CH:37][CH:36]=2)[CH2:23][CH2:22]1>>[CH3:1][C:2]1[C:3]([C:18]([N:21]2[CH2:26][CH2:25][CH:24]([N:27]3[CH2:31][CH2:30][CH2:29][C@H:28]3[CH2:32][O:33][C:34](=[O:41])[C:35]3[CH:36]=[CH:37][CH:38]=[CH:39][CH:40]=3)[CH2:23][CH2:22]2)=[O:20])=[N:4][CH:5]=[C:6]([C:8]2[CH:13]=[CH:12][CH:11]=[C:10]([C:14]([F:15])([F:16])[F:17])[CH:9]=2)[CH:7]=1. Procedure: In analogy to the procedures described for example 1 and for intermediate 1B, 3-methyl-5-(3-trifluoromethyl-phenyl)-pyridine-2-carboxylic acid (intermediate 1B) was reacted with benzoic acid (S)-1-piperidin-4-yl-pyrrolidin-2-ylmethyl ester (intermediate 6) to give benzoic acid (S)-1-{1-[3-methyl-5-(3-trifluoromethyl-phenyl)-pyridine-2-carbonyl]-piperidin-4-yl}-pyrrolidin-2-ylmethyl ester, which was subsequently saponified to give the title compound as light brown solid. MS: 448.1 (MH+). Reactants: O=C1CCC(=O)N1Br, ClCCl, CCn1ccc2cnc(NC(=O)c3ccc(C(C)(O)CO)cc3)cc21. Yields the product CCn1cc(Br)c2cnc(NC(=O)c3ccc(C(C)(O)CO)cc3)cc21. Reaction SMILES: [Br:26][N:27]1[C:28](=[O:29])[CH2:30][CH2:31][C:32]1=[O:33].[Cl:34][CH2:35][Cl:36].[OH:1][CH2:2][C:3]([CH3:4])([OH:5])[c:6]1[cH:7][cH:8][c:9]([C:10](=[O:11])[NH:12][c:13]2[cH:14][c:15]3[c:16]([cH:17][n:18]2)[cH:19][cH:20][n:21]3[CH2:22][CH3:23])[cH:24][cH:25]1>>[OH:1][CH2:2][C:3]([CH3:4])([OH:5])[c:6]1[cH:7][cH:8][c:9]([C:10](=[O:11])[NH:12][c:13]2[cH:14][c:15]3[c:16]([cH:17][n:18]2)[c:19]([Br:26])[cH:20][n:21]3[CH2:22][CH3:23])[cH:24][cH:25]1. Starting materials: S(=O)(=O)(O)O.NO (hydroxylamine sulfate), CC1=C(C=CC=C1C(F)(F)F)N (2-methyl-3-trifluoromethyl-phenylamine), Cl (hydrochloric acid), ClC(C(O)O)(Cl)Cl (chloral hydrate), S(=O)(=O)([O-])[O-].[Na+].[Na+] (sodium sulfate). The solvent is O (water), O (water). Conditions: temperature 35 celsius. Product: ON=CC(=O)NC1=C(C(=CC=C1)C(F)(F)F)C (2-hydroxyimino-N-(2-methyl-3-trifluoromethyl-phenyl)-acetamide). As a reaction SMILES: Cl[C:2](Cl)(Cl)[CH:3]([OH:5])O.S([O-])([O-])(=O)=O.[Na+].[Na+].S(O)(O)(=O)=O.[NH2:20][OH:21].[CH3:22][C:23]1[C:28]([C:29]([F:32])([F:31])[F:30])=[CH:27][CH:26]=[CH:25][C:24]=1[NH2:33].Cl>O>[OH:21][N:20]=[CH:2][C:3]([NH:33][C:24]1[CH:25]=[CH:26][CH:27]=[C:28]([C:29]([F:30])([F:31])[F:32])[C:23]=1[CH3:22])=[O:5] |f:1.2.3,4.5|. Procedure details: To a solution of chloral hydrate (6.08 g, 36.74 mmol) and anhydrous sodium sulfate (28.5 g, 200.4 mmol) in water (102 mL) add a mixture of hydroxylamine sulfate (28.5 g, 173.68 mmol), 2-methyl-3-trifluoromethyl-phenylamine (5.85 g, 33.4 mmol), concentrated hydrochloric acid (3.5 mL) in water (34 mL). Heat the mixture at 35° C. for 1 h, then heat up to 52° C. for 90 min and at 75° C. for 1 h. Cool the mixture to room temperature and filter the solid. Wash the solid with water and hexane. Dry the ... The reactants are CCCCCl, CCO, Cl, [Na+], [OH-], O, OO, CCCCCC(O)CCCN(C#N)CCCCCCC(=O)O. Yields the product CCCCCC(O)CCCN(CCCCCCC(=O)O)C(N)=O. Reaction SMILES: [CH2:32]([Cl:33])[CH2:34][CH2:35][CH3:36].[CH3:29][CH2:30][OH:31].[ClH:27].[Na+:2].[OH-:1].[OH2:28].[OH:25][OH:26].[OH:3][CH:4]([CH2:5][CH2:6][CH2:7][N:8]([C:9]#[N:10])[CH2:11][CH2:12][CH2:13][CH2:14][CH2:15][CH2:16][C:17](=[O:18])[OH:19])[CH2:20][CH2:21][CH2:22][CH2:23][CH3:24]>>[O:1]=[C:9]([N:8]([CH2:7][CH2:6][CH2:5][CH:4]([OH:3])[CH2:20][CH2:21][CH2:22][CH2:23][CH3:24])[CH2:11][CH2:12][CH2:13][CH2:14][CH2:15][CH2:16][C:17](=[O:18])[OH:19])[NH2:10]. Reactants: BrCCCCCCCCCCCCBr (1,12-dibromododecane), Grignard reagent, CC(CCBr)C (3-methylbutyl bromide), [Mg] (magnesium). The reagents and catalysts are [Li+].[Li+].[Cl-].[Cl-].[Cl-].[Cl-].[Cu+2] (dilithiumtetrachloro cuprate). Solvent: O1CCCC1 (tetrahydrofuran), O1CCCC1 (tetrahydrofuran). Conditions: time 1 hour. The product is CC(CC[Mg]Br)C (3-methylbutylmagnesium bromide), CC(CCCCCCCCCCCCCCBr)C (15-methylhexadecylbromide). Reaction SMILES: [CH3:1][CH:2]([CH3:6])[CH2:3][CH2:4]Br.[Mg:7].[Br:8][CH2:9][CH2:10][CH2:11][CH2:12][CH2:13][CH2:14][CH2:15][CH2:16][CH2:17][CH2:18][CH2:19][CH2:20][Br:21]>[Li+].[Li+].[Cl-].[Cl-].[Cl-].[Cl-].[Cu+2].O1CCCC1>[CH3:1][CH:2]([CH3:6])[CH2:3][CH2:4][Mg:7][Br:8].[CH3:1][CH:2]([CH3:6])[CH2:3][CH2:4][CH2:9][CH2:10][CH2:11][CH2:12][CH2:13][CH2:14][CH2:15][CH2:16][CH2:17][CH2:18][CH2:19][CH2:20][Br:21] |f:3.4.5.6.7.8.9|. Reported procedure: A solution of 3-methylbutylmagnesium bromide is prepared by treating 15 g. (0.1 mole) 3-methylbutyl bromide with 2.7 g. (1.1 eq) magnesium turnings in 50 ml. dry tetrahydrofuran. The resultant Grignard reagent is dropwise added to a cold (-10° C.) solution of 36.1 g. (1.1 eq) 1,12-dibromododecane and 0.2 g. (1 m mole) dilithiumtetrachloro cuprate in 75 ml. dry tetrahydrofuran. The solution is stirred for one hour, evaporated, and fractionally distilled in vacuo to yield 15-methylhexadecylbromide...